Dataset: the Open Reaction Database (ORD), a public repository of structured organic reaction records. Task: describe an organic reaction: reactants, conditions, products, and yield Starting materials: C=1(O)C(O)=CC=CC1 (Catechol), C([O-])([O-])=O.[K+].[K+] (potassium carbonate), CC1=CC=C(C=C1)S(=O)(=O)OC[C@H]2CO2 ((2R)-glycidyl tosylate). The solvent is ice water, CN(C)C=O (DMF). Run at temperature 60 celsius, time 24 hour. Product: O1[C@H](COC2=C1C=CC=C2)CO (((2S)-2,3-dihydro-benzo[1,4]dioxin-2-yl)-methanol). RXN SMILES: [C:1]1([C:3](=[CH:5][CH:6]=[CH:7][CH:8]=1)[OH:4])[OH:2].C(=O)([O-])[O-].[K+].[K+].CC1C=CC(S([O:25][CH2:26][C@@H:27]2O[CH2:28]2)(=O)=O)=CC=1>CN(C=O)C>[O:2]1[C:1]2[CH:8]=[CH:7][CH:6]=[CH:5][C:3]=2[O:4][CH2:28][C@@H:27]1[CH2:26][OH:25] |f:1.2.3|. Reported procedure: Catechol (13.2 g, 0.12 mol) and potassium carbonate (16.6 g, 0.12 mol) were stirred in DMF (250 mL) and (2R)-glycidyl tosylate (22.8 g, 0.10 mol) was added and the reaction was stirred at 60° C. for 24 h. The reaction was cooled to room temperature and diluted with ice water (1 L) and extracted with diethyl ether (4 times). The combined organic solution was washed 3 times with 10% potassium carbonate, once with water, once with brine and evaporated in vacuo to yield a white solid which was purif... Starting materials: COC(C)(C)C, C[N+](C)(C)Cc1ccccc1, ClCC1CO1, [Cl-], [Na+], [OH-], O, Oc1ccccc1. Product: c1ccc(OCC2CO2)cc1. RXN SMILES: [C:6]([O:7][CH3:8])([CH3:9])([CH3:10])[CH3:11].[CH2:22]([N+:23]([CH3:24])([CH3:25])[CH3:26])[c:27]1[cH:28][cH:29][cH:30][cH:31][cH:32]1.[CH:1]1([CH2:2][Cl:3])[CH2:4][O:5]1.[Cl-:21].[Na+:20].[OH-:19].[OH2:33].[OH:12][c:13]1[cH:14][cH:15][cH:16][cH:17][cH:18]1>>[CH:1]1([CH2:2][O:12][c:13]2[cH:14][cH:15][cH:16][cH:17][cH:18]2)[CH2:4][O:5]1. Reactants: Example 8 ( g ), C(\C=C/C(=O)O)(=O)O.ClC1=CC2=C(N=N1)CCNC2 (3-chloro-5,6,7,8-tetrahydropyrido[4,3-c]pyridazine maleate), C=1(C(=CC=CC1)C(=O)Cl)C (o-toluoyl chloride). Run in C(C)O.CCOCC (ethanol ether). Product: ClC1=CC2=C(N=N1)CCN(C2)C(=O)C=2C(=CC=CC2)C (3-Chloro-5,6,7,8-tetrahydro-6-(o-toluoyl) pyrido[4,3-c]pyridazine). RXN SMILES: C(O)(=O)/C=C\C(O)=O.[Cl:9][C:10]1[N:15]=[N:14][C:13]2[CH2:16][CH2:17][NH:18][CH2:19][C:12]=2[CH:11]=1.[C:20]1([CH3:29])[C:21]([C:26](Cl)=[O:27])=[CH:22][CH:23]=[CH:24][CH:25]=1>C(O)C.CCOCC>[Cl:9][C:10]1[N:15]=[N:14][C:13]2[CH2:16][CH2:17][N:18]([C:26]([C:21]3[C:20]([CH3:29])=[CH:25][CH:24]=[CH:23][CH:22]=3)=[O:27])[CH2:19][C:12]=2[CH:11]=1 |f:0.1,3.4|. Procedure details: Produced in a manner analogous to that described in Example 8 (g), from 28.5 g of 3-chloro-5,6,7,8-tetrahydropyrido[4,3-c]pyridazine maleate and 16.9 g of o-toluoyl chloride. Reaction time 24 hours. M.P. 123°-126° (decomp., from 95% ethanol/ether). The reactants are OC=1C=C2CCCC(C2=CC1)=O (6-hydroxy-1-tetralone), BrC1=CC=C(C=O)C=C1 (4-bromobenzaldehyde), Cl (hydrochloric acid), CO (methanol). Solvent: O (water). The product is BrC1=CC=C(C=C1)C=C1C(C2=CC=C(C=C2CC1)O)=O (2-[(4-bromophenyl)methylene]-6-hydroxy-1-tetralone). The yield is 35.5%. Reaction SMILES: [OH:1][C:2]1[CH:3]=[C:4]2[C:9](=[CH:10][CH:11]=1)[C:8](=[O:12])[CH2:7][CH2:6][CH2:5]2.[Br:13][C:14]1[CH:21]=[CH:20][C:17]([CH:18]=O)=[CH:16][CH:15]=1.Cl.CO>O>[Br:13][C:14]1[CH:21]=[CH:20][C:17]([CH:18]=[C:7]2[CH2:6][CH2:5][C:4]3[C:9](=[CH:10][CH:11]=[C:2]([OH:1])[CH:3]=3)[C:8]2=[O:12])=[CH:16][CH:15]=1. Procedure details: After 6-hydroxy-1-tetralone 1.0 g and 4-bromobenzaldehyde 1.37 g were added to a mixture of concentrated hydrochloric acid 50 ml and methanol 75 ml, the mixture was refluxed for one hour and cooled to room temperature, and water 250 ml was added. The precipitated crystals were filtered. The crystals were dried over phosphorous pentoxide for four hours under reduced pressure to obtain the desired compound 0.72 g.